From a dataset of the Open Reaction Database (ORD), a public repository of structured organic reaction records. describe an organic reaction: reactants, conditions, products, and yield The reactants are N12C[C@@H](C(CC1)CC2)NC(=O)C2C1=CC=CC=C1OC=1C=CC=CC21 (N-[(3R)-1-azabicyclo[2.2.2]oct-3-yl]-9H-xanthene-9-carboxamide), BrCCCOC1=CC=CC=C1 ((3-bromopropoxy)benzene). The solvent is C1CCOC1 (THF). Conditions: time 17 hour. The product is [Br-].O(C1=CC=CC=C1)CCC[N+]12C[C@@H](C(CC1)CC2)NC(=O)C2C1=CC=CC=C1OC=1C=CC=CC21 ((3R)-1-(3-phenoxypropyl)-3-[(9H-xanthen-9-ylcarbonyl)amino]-1-azoniabicyclo[2.2.2]octane bromide). The yield is 98.1%. As a reaction SMILES: [N:1]12[CH2:8][CH2:7][CH:4]([CH2:5][CH2:6]1)[C@@H:3]([NH:9][C:10]([CH:12]1[C:25]3[CH:24]=[CH:23][CH:22]=[CH:21][C:20]=3[O:19][C:18]3[C:13]1=[CH:14][CH:15]=[CH:16][CH:17]=3)=[O:11])[CH2:2]2.[Br:26][CH2:27][CH2:28][CH2:29][O:30][C:31]1[CH:36]=[CH:35][CH:34]=[CH:33][CH:32]=1>C1COCC1>[Br-:26].[O:30]([CH2:29][CH2:28][CH2:27][N+:1]12[CH2:8][CH2:7][CH:4]([CH2:5][CH2:6]1)[C@@H:3]([NH:9][C:10]([CH:12]1[C:13]3[CH:14]=[CH:15][CH:16]=[CH:17][C:18]=3[O:19][C:20]3[C:25]1=[CH:24][CH:23]=[CH:22][CH:21]=3)=[O:11])[CH2:2]2)[C:31]1[CH:36]=[CH:35][CH:34]=[CH:33][CH:32]=1 |f:3.4|. Reported procedure: 0.3 g (0.00089 mol) of N-[(3R)-1-azabicyclo[2.2.2]oct-3-yl]-9H-xanthene-9-carboxamide (Example 31) were dissolved in 6 ml of THF. To this solution 0.21 ml (0.287 g, 0.001335 mol) of (3-bromopropoxy)benzene were added. The mixture was refluxed during 4 hours and then stirred 17 h at room temperature. The reaction mixture was filtered and the solid obtained washed with ether several times and dried. 0.48 g (98%) of the title product were obtained. RXN SMILES: [C:1]([N:4](C(C)(C)C)[S:5]([C:8]1[CH:9]=[C:10]([C:18]2[CH:23]=[CH:22][CH:21]=[C:20]([S:24]([NH2:27])(=[O:26])=[O:25])[CH:19]=2)[C:11]([O:16]C)=[C:12]([CH:14]=[O:15])[CH:13]=1)(=[O:7])=[O:6])(=[O:3])[CH3:2]>ClCCl>[C:1]([NH:4][S:5]([C:8]1[CH:9]=[C:10]([C:18]2[CH:23]=[CH:22][CH:21]=[C:20]([S:24]([NH2:27])(=[O:26])=[O:25])[CH:19]=2)[C:11]([OH:16])=[C:12]([CH:14]=[O:15])[CH:13]=1)(=[O:7])=[O:6])(=[O:3])[CH3:2]. Starting materials: C(C)(=O)N(S(=O)(=O)C=1C=C(C(=C(C1)C=O)OC)C1=CC(=CC=C1)S(=O)(=O)N)C(C)(C)C (N-acetyl-N-tert-butyl-5-formyl-6-methoxy-biphenyl-3,3′-disulfonamide). Solvent: ClCCl (dichloromethane). Isolated yield 88.4%. Reported procedure: N-acetyl-N-tert-butyl-5-formyl-6-methoxy-biphenyl-3,3′-disulfonamide (100 mg, 0.21 mmol), prepared as in Reference 19, was dissolved in dichloromethane (10 mL). The solution was flushed with nitrogen for 5 minutes and then boron tribromide (1.0 mL, 1M solution in dichloromethane) was added. The mixture was stirred at room temperature for 1 hour and then concentrated under by evaporation under reduced pressure. The residue was partitioned between water and ethyl acetate. The organic layer was was... Conditions: time 1 hour. The product is C(C)(=O)NS(=O)(=O)C=1C=C(C(=C(C1)C=O)O)C1=CC(=CC=C1)S(=O)(=O)N (N-acetyl 5-formyl-6-hydroxy-biphenyl-3,3′-disulfonamide). The reactants are C(C)OC(OCC)OCC (Triethylorthoformate), C(C)S(=O)(=O)O (ethane sulfonic acid), ClC1=NC(=NC(=C1NC=O)N[C@@H]1C=C[C@@H](C1)CO)NC(C)=O ((±)-cis-N-[4-chloro-5-formamido-6-[[4-(hydroxymethyl)-2-cyclopentene-1-yl]amino]-2-pyrimidinyl]acetamide), CN(C)C=O (DMF). Run at temperature 65 celsius, time 3 hour. Product: NC1=NC(=C2N=CN(C2=N1)[C@H]1C=C[C@H](C1)CO)NC1CC1 ((±)-cis-4-[2-Amino-6-(cyclopropylamino)-9H-purin-9-yl]-2-cyclopentene-1-methanol). Yield: 19.0%. RXN SMILES: Cl[C:2]1[C:7]([NH:8][CH:9]=O)=[C:6]([NH:11][C@H:12]2[CH2:16][C@@H:15]([CH2:17][OH:18])[CH:14]=[CH:13]2)[N:5]=[C:4]([NH:19]C(=O)C)[N:3]=1.[CH2:23](OC(OCC)OCC)[CH3:24].C(S(O)(=O)=O)C.C[N:40]([CH:42]=O)C>>[NH2:19][C:4]1[N:5]=[C:6]2[C:7]([N:8]=[CH:9][N:11]2[C@@H:12]2[CH2:16][C@H:15]([CH2:17][OH:18])[CH:14]=[CH:13]2)=[C:2]([NH:40][CH:42]2[CH2:24][CH2:23]2)[N:3]=1. Procedure details: The title compound of Example 25 (0.91 g, 2.79 mmol) was dissolved in dry DMF (1 mL). Triethylorthoformate (10 mL) and ethane sulfonic acid (0.29 mL, 3.4 mmol) were added and the solution heated at 65° C. for 24 hours. The solution was evaporated to a syrup. The syrup was dissolved in 1N HCl (15 mL) and stirred for three hours. The pH was adjusted to 7 with 5N sodium hydroxide and the resulting mixture (oil formed) was extracted with i-propanol:chloroform/1:3 (3×100 mL). The combined organic lay... The reactants are CC(=O)O, Cc1cc(C)c(C)s1, COCCl, O. Yields the product Cc1sc(C)c(CCl)c1C. RXN SMILES: [CH3:13][C:14](=[O:15])[OH:16].[CH3:1][c:2]1[s:3][c:4]([CH3:8])[cH:5][c:6]1[CH3:7].[CH3:9][O:10][CH2:11][Cl:12].[OH2:17]>>[CH3:1][c:2]1[s:3][c:4]([CH3:8])[c:5]([CH2:11][Cl:12])[c:6]1[CH3:7].